From a dataset of the Open Reaction Database (ORD), a public repository of structured organic reaction records. describe an organic reaction: reactants, conditions, products, and yield Starting materials: [H-].[H-].COCCO[Al+]OCCOC.[Na+] (sodium bis(2-methoxyethoxy)aluminium dihydride), N1CCOCC1 (morpholine), COCOCC1=CC=C(C=2N1C=CN2)C(=O)OC (methyl 5-({[(methyloxy)methyl]oxy}methyl)imidazo[1,2-a]pyridine-8-carboxylate), solution, COCOCC1=CC=C(C=2N1C=CN2)C(=O)OC (methyl 5-({[(methyloxy)methyl]oxy}methyl)imidazo[1,2-a]pyridine-8-carboxylate), aldehyde. The solvent is C1(=CC=CC=C1)C (toluene), C1(=CC=CC=C1)C (toluene). Conditions: temperature -40 celsius, time 40 minute. Product: COCOCC1=CC=C(C=2N1C=CN2)C=O (5-({[(methyloxy)methyl]oxy}methyl)imidazo[1,2-a]pyridine-8-carbaldehyde). The yield is 56.2%. RXN SMILES: [H-].[H-].COCCO[Al+]OCCOC.[Na+].N1CCOCC1.[CH3:21][O:22][CH2:23][O:24][CH2:25][C:26]1[N:31]2[CH:32]=[CH:33][N:34]=[C:30]2[C:29]([C:35](OC)=[O:36])=[CH:28][CH:27]=1>C1(C)C=CC=CC=1>[CH3:21][O:22][CH2:23][O:24][CH2:25][C:26]1[N:31]2[CH:32]=[CH:33][N:34]=[C:30]2[C:29]([CH:35]=[O:36])=[CH:28][CH:27]=1 |f:0.1.2.3|. Procedure: To a stirred solution of sodium bis(2-methoxyethoxy)aluminium dihydride (65% wt. in toluene, 0.512 mL, 1.678 mmol) at 0° C. under a nitrogen atmosphere was added a solution of morpholine (0.147 mL, 1.678 mmol) in toluene (3.35 mL) dropwise over 15 min to give a solution of reducing agent (approx 4 mL, 4 eq). An aliquot of this solution (1.5 mL, ca 1.5 eq) was added dropwise over 2 min to a stirred solution of impure methyl 5-({[(methyloxy)methyl]oxy}methyl)imidazo[1,2-a]pyridine-8-carboxylate (1... Reactants: CN(C1(CCC(CC1)=CC(=O)N1CC(CCC1)C1=CNC2=CC=CC=C12)C1=CC=CC=C1)C (2-(4-dimethylamino-4-phenylcyclohexylidene)-1-[3-(1H-indol-3-yl)-piperidine-1-yl]-ethanone), Cl[Si](C)(C)C (chlorotrimethylsilane). The solvent is CC(=O)CC (ethyl methyl ketone). Product: Cl.CN(C1(CCC(CC1)=CC(=O)N1CC(CCC1)C1=CNC2=CC=CC=C12)C1=CC=CC=C1)C (2-(4-dimethylamino-4-phenylcyclohexylidene)-1-[3-(1H-indol-3-yl)-piperidine-1-yl]-ethanone hydrochloride). Isolated yield 89.0%. As a reaction SMILES: [CH3:1][N:2]([CH3:33])[C:3]1([C:27]2[CH:32]=[CH:31][CH:30]=[CH:29][CH:28]=2)[CH2:8][CH2:7][C:6](=[CH:9][C:10]([N:12]2[CH2:17][CH2:16][CH2:15][CH:14]([C:18]3[C:26]4[C:21](=[CH:22][CH:23]=[CH:24][CH:25]=4)[NH:20][CH:19]=3)[CH2:13]2)=[O:11])[CH2:5][CH2:4]1.[Cl:34][Si](C)(C)C>CC(CC)=O>[ClH:34].[CH3:33][N:2]([CH3:1])[C:3]1([C:27]2[CH:28]=[CH:29][CH:30]=[CH:31][CH:32]=2)[CH2:8][CH2:7][C:6](=[CH:9][C:10]([N:12]2[CH2:17][CH2:16][CH2:15][CH:14]([C:18]3[C:26]4[C:21](=[CH:22][CH:23]=[CH:24][CH:25]=4)[NH:20][CH:19]=3)[CH2:13]2)=[O:11])[CH2:5][CH2:4]1 |f:3.4|. Procedure details: 2-(4-dimethylamino-4-phenylcyclohexylidene)-1-[3-(1H-indol-3-yl)-piperidine-1-yl]-ethanone (316 mg, 0.716 mmole) was dissolved in ethyl methyl ketone (4 ml) and chlorotrimethylsilane (0.14 ml, 1.1 mmole) was added. After 1.5 hours the 2-(4-dimethylamino-4-phenylcyclohexylidene)-1-[3-(1H-indol-3-yl)-piperidine-1-yl]-ethanone hydrochloride was obtained as a diastereoisomer mixture in the form of a colourless compound with an m.p. of 177°-180° C. in a yield of 89% (305 mg) (Example 54). Reactants: CC1(C=NO)COC(C)(C)O1, O=C1CCC(=O)N1Cl, CN(C)C=O, O. Product: CC1(C)OCC(C)(C(Cl)=NO)O1. As a reaction SMILES: [CH3:1][C:2]1([CH3:11])[O:3][CH2:4][C:5]([CH:7]=[N:8][OH:9])([CH3:10])[O:6]1.[Cl:12][N:13]1[C:14](=[O:15])[CH2:16][CH2:17][C:18]1=[O:19].[O:20]=[CH:21][N:22]([CH3:23])[CH3:24].[OH2:25]>>[CH3:1][C:2]1([CH3:11])[O:3][CH2:4][C:5]([C:7](=[N:8][OH:9])[Cl:12])([CH3:10])[O:6]1. Starting materials: N#Cc1ccc(N)cc1C(F)(F)F, COc1ccc2c(c1)c(CC(=O)O)c(C)n2C(=O)c1ccc(Cl)cc1 (indomethacin). Reagents/catalysts: Cn1ccnc1 (1-Methylimidazole), CN(C)C(=[O+]c1c(F)c(F)c(F)c(F)c1F)N(C)C.F[P-](F)(F)(F)(F)F (PFTU). Solvent: C1CCOC1 (THF), C1CCOC1 (THF). Conditions: temperature 25 celsius, time 24 hour. The product is COc1ccc2c(c1)c(CC(=O)Nc1ccc(C#N)c(C(F)(F)F)c1)c(C)n2C(=O)c1ccc(Cl)cc1. Yield: 0.5%. Reactants: C(C1=CC=CC=C1)(=O)C=1C=C(C(=O)O)C=CC1 (3-benzoylbenzoic acid). The solvent is C(C)(=O)OCC (ethyl acetate), OS(=O)(=O)O (H2SO4), CCCCCC (hexane). Conditions: time 8 hour. The product is C(C1=CC=CC=C1)C=1C=C(C(=O)O)C=CC1 (3-benzylbenzoic acid). RXN SMILES: [C:1]([C:9]1[CH:10]=[C:11]([CH:15]=[CH:16][CH:17]=1)[C:12]([OH:14])=[O:13])(=O)[C:2]1[CH:7]=[CH:6][CH:5]=[CH:4][CH:3]=1>C(OCC)(=O)C.OS(O)(=O)=O.CCCCCC.[Pd]>[CH2:1]([C:9]1[CH:10]=[C:11]([CH:15]=[CH:16][CH:17]=1)[C:12]([OH:14])=[O:13])[C:2]1[CH:3]=[CH:4][CH:5]=[CH:6][CH:7]=1. The reagents and catalysts are [Pd] (Pd/C). Reported procedure: To a Parr bottle containing 3-benzoylbenzoic acid (0.044 moles) (Aldrich) in 150 mL of ethyl acetate and 4.5 mL of concentrated H2SO4 was added 10 grams of 5% Pd/C. The mixture was hydrogenated on a Parr apparatus under hydrogen (45 psi) overnight. The reaction mixture was then filtered through Hyflo, washing with ethyl acetate. The filterate was dried over Na2SO4, filtered and concentrated to give an oil. The oil was slurried in hexane and the resulting white solid was collected by filtration t...